This data is from the Open Reaction Database (ORD), a public repository of structured organic reaction records. The task is: describe an organic reaction: reactants, conditions, products, and yield Reaction SMILES: C(Cl)Cl.C[O:5][C:6]1[C:7]([CH3:17])=[C:8]([CH:13]=[CH:14][C:15]=1[CH3:16])[C:9]([O:11][CH3:12])=[S:10].B(Br)(Br)Br>CO>[OH:5][C:6]1[C:7]([CH3:17])=[C:8]([CH:13]=[CH:14][C:15]=1[CH3:16])[C:9]([O:11][CH3:12])=[S:10]. Reaction conditions: time 4 hour. Reported procedure: To 90 ml methylene chloride, was dissolved methyl 3-methoxy-2-methyl-4-methylthiobenzoate in an amount of 10 g (0.044 mole), and the resulting solution was then fed dropwise into 90 ml methylene chloride solution of boron tribromide in an amount of 8.4 ml (0.088 mole) at a temperature ranging from 5 to 10° C. After stirring the mixture for 4 hours at an ambient temperature, the mixture was further fed dropwise with 50 ml methanol under cooling with ice and washed with water and then with saturat... Solvent: CO (methanol). Yields the product OC=1C(=C(C(=S)OC)C=CC1C)C (methyl 3-hydroxy-2-methyl-4-methylthiobenzoate). Isolated yield 98.0%. Starting materials: B(Br)(Br)Br (boron tribromide), C(Cl)Cl (methylene chloride), COC=1C(=C(C(=S)OC)C=CC1C)C (methyl 3-methoxy-2-methyl-4-methylthiobenzoate), C(Cl)Cl (methylene chloride). Reactants: CN[C@H]1[C@@H](CCCC1)NC (trans-N,N′-dimethyl-cyclohexane-1,2-diamine), IC=1C=CC=2N(C1)C(=C(N2)C)C (6-iodo-2,3-dimethylimidazo[1,2-a]pyridine), FC1=CC=C(COC2=CC(NC=C2)=O)C=C1 (4-((4-fluorobenzyl)oxy)pyridin-2(1H)-one), C([O-])([O-])=O.[K+].[K+] (potassium carbonate). The reagents and catalysts are [Cu]I (CuI). Run in O1CCOCC1 (dioxane). Reaction conditions: temperature 110 celsius. The product is CC=1N=C2N(C=C(C=C2)N2C(C=C(C=C2)OCC2=CC=C(C=C2)F)=O)C1C (1-(2,3-Dimethylimidazo[1,2-a]pyridin-6-yl)-4-((4-fluorobenzyl)oxy)pyridin-2(1H)-one). The yield is 30.2%. RXN SMILES: I[C:2]1[CH:3]=[CH:4][C:5]2[N:6]([C:8]([CH3:12])=[C:9]([CH3:11])[N:10]=2)[CH:7]=1.[F:13][C:14]1[CH:28]=[CH:27][C:17]([CH2:18][O:19][C:20]2[CH:25]=[CH:24][NH:23][C:22](=[O:26])[CH:21]=2)=[CH:16][CH:15]=1.C(=O)([O-])[O-].[K+].[K+].CN[C@@H]1CCCC[C@H]1NC>[Cu]I.O1CCOCC1>[CH3:11][C:9]1[N:10]=[C:5]2[CH:4]=[CH:3][C:2]([N:23]3[CH:24]=[CH:25][C:20]([O:19][CH2:18][C:17]4[CH:27]=[CH:28][C:14]([F:13])=[CH:15][CH:16]=4)=[CH:21][C:22]3=[O:26])=[CH:7][N:6]2[C:8]=1[CH3:12] |f:2.3.4|. Reported procedure: To a mixture of 6-iodo-2,3-dimethylimidazo[1,2-a]pyridine (204 mg), 4-((4-fluorobenzyl)oxy)pyridin-2(1H)-one (150 mg), potassium carbonate (283 mg) and dioxane (15 ml) were added CuI (51 mg) and trans-N,N′-dimethyl-cyclohexane-1,2-diamine (38 mg), and the mixture was heated at 110° C. in a sealed tube for 16 h. The reaction mixture was then cooled to room temperature, and concentrated in vacuo. The residue was diluted with DCM, washed with brine, dried over Na2SO4 and concentrated in vacuo. The ... Starting materials: compound, BrCC(=O)Cl (bromoacetyl chloride), C(CCCCCCCCCCCCCCC)OC[C@H]1C[C@@H](OC1)COC(=O)NCC1=NC=CC=C1 (trans-2-[[[[(4-hexadecyloxymethyltetrahydrofuran-2-yl)methoxy]carbonyl]amino]methyl]pyridine), C(C)(=O)Cl (acetyl chloride). Yields the product BrCC(=O)N(C(=O)OC[C@@H]1OC[C@H](C1)COCCCCCCCCCCCCCCCC)CC1=NC=CC=C1 (trans-2-[N-bromoacetyl-[[[(4-hexadecyloxymethyltetrahydrofuran-2-yl)methoxy]carbonyl]amino]methyl]pyridine). As a reaction SMILES: [CH2:1]([O:17][CH2:18][C@@H:19]1[CH2:23][O:22][C@@H:21]([CH2:24][O:25][C:26]([NH:28][CH2:29][C:30]2[CH:35]=[CH:34][CH:33]=[CH:32][N:31]=2)=[O:27])[CH2:20]1)[CH2:2][CH2:3][CH2:4][CH2:5][CH2:6][CH2:7][CH2:8][CH2:9][CH2:10][CH2:11][CH2:12][CH2:13][CH2:14][CH2:15][CH3:16].C(Cl)(=O)C.[Br:40][CH2:41][C:42](Cl)=[O:43]>>[Br:40][CH2:41][C:42]([N:28]([CH2:29][C:30]1[CH:35]=[CH:34][CH:33]=[CH:32][N:31]=1)[C:26]([O:25][CH2:24][C@H:21]1[CH2:20][C@H:19]([CH2:18][O:17][CH2:1][CH2:2][CH2:3][CH2:4][CH2:5][CH2:6][CH2:7][CH2:8][CH2:9][CH2:10][CH2:11][CH2:12][CH2:13][CH2:14][CH2:15][CH3:16])[CH2:23][O:22]1)=[O:27])=[O:43]. Procedure details: Following the procedure described in example 24, and using instead of the compound prepared in example 23, the compound prepared in example 9, and instead of acetyl chloride, bromoacetyl chloride, the title compound of this example was obtained as a white solid (57% yield).